describe an organic reaction: reactants, conditions, products, and yield From a dataset of the Open Reaction Database (ORD), a public repository of structured organic reaction records. Reactants: OC1=C(C=C(C=C1)CC(=O)O)[N+](=O)[O-] (4-hydroxy-3-nitrophenylacetic acid), C[Si](C)(C)C=[N+]=[N-] (Trimethylsilyldiazomethane). The solvent is CO.C1(=CC=CC=C1)C (methanol toluene). Conditions: time 50 minute. The product is OC1=C(C=C(C=C1)CC(=O)OC)[N+](=O)[O-] (methyl 4-hydroxy-3-nitrophenylacetate). RXN SMILES: [OH:1][C:2]1[CH:7]=[CH:6][C:5]([CH2:8][C:9]([OH:11])=[O:10])=[CH:4][C:3]=1[N+:12]([O-:14])=[O:13].[CH3:15][Si](C=[N+]=[N-])(C)C>CO.C1(C)C=CC=CC=1>[OH:1][C:2]1[CH:7]=[CH:6][C:5]([CH2:8][C:9]([O:11][CH3:15])=[O:10])=[CH:4][C:3]=1[N+:12]([O-:14])=[O:13] |f:2.3|. Procedure details: In methanol/toluene (1:10, 55 ml) was dissolved 4-hydroxy-3-nitrophenylacetic acid (2.0 g, 10.1 mmol). Trimethylsilyldiazomethane (2.0M hexane solution, 5.0 ml) was added dropwise to the resulting solution. After stirring at room temperature for 50 minutes, the reaction mixture was distilled under reduced pressure to remove the solvent. The residue was diluted with ethyl acetate. The ethyl acetate extract was then washed with a saturated aqueous solution of sodium bicarbonate and saturated brine... The reactants are FC(C(=CF)C(CC)(F)F)(F)F (2-trifluoromethyl-1,3,3-trifluoro-1-pentene), S(O)(O)(=O)=O (sulfuric acid). The solvent is O (water). Yields the product FCC(C(F)(F)F)(C(CC)(F)F)O (2-fluoromethyl-1,1,1,3,3-pentafluoro-2-pentanol). As a reaction SMILES: [F:1][C:2]([F:12])([F:11])[C:3]([C:6]([F:10])([F:9])[CH2:7][CH3:8])=[CH:4][F:5].S(=O)(=O)(O)[OH:14]>O>[F:5][CH2:4][C:3]([OH:14])([C:6]([F:9])([F:10])[CH2:7][CH3:8])[C:2]([F:11])([F:12])[F:1]. Procedure details: As another example, 2-fluoromethyl-1,1,1,3,3-pentafluoro-2-pentanol may be prepared by fluorinating 3-pentanone to form 3,3-difluoropentane which may then be dehydrogenated to form 3,3-difluoro-1-pentene. CF3 may then be reacted with the 3,3-difluoro-1-pentene to form 2-trifluoromethyl-1,3,3-trifluoropentane which may then be dehydrogenated to form 2-trifluoromethyl-1,3,3-trifluoro-1-pentene. The 2-trifluoromethyl-1,3,3-trifluoro-1-pentene may then be reacted with sulfuric acid and then water to...